Dataset: the Open Reaction Database (ORD), a public repository of structured organic reaction records. Task: describe an organic reaction: reactants, conditions, products, and yield Starting materials: ClC\C=C/CN1S(N(C2=C1C=CC=C2)C2=C(C=C(C=C2)C)F)(=O)=O (1-[(2Z)-4-chlorobut-2-en-1-yl]-3-(2-fluoro-4-methylphenyl)-1,3-dihydro-2,1,3-benzothiadiazole2,2-dioxide), CNC (dimethylamine). Product: Cl.FC1=C(C=CC(=C1)C)N1S(N(C2=C1C=CC=C2)C\C=C/CN(C)C)(=O)=O ((2Z)-4-[3-(2-fluoro-4-methylphenyl)-2,2-dioxido-2,1,3-benzothiadiazol-1(3H)-yl]-N,N-dimethylbut-2-en-1-amine hydrochloride). As a reaction SMILES: [Cl:1][CH2:2]/[CH:3]=[CH:4]\[CH2:5][N:6]1[C:10]2[CH:11]=[CH:12][CH:13]=[CH:14][C:9]=2[N:8]([C:15]2[CH:20]=[CH:19][C:18]([CH3:21])=[CH:17][C:16]=2[F:22])[S:7]1(=[O:24])=[O:23].[CH3:25][NH:26][CH3:27]>>[ClH:1].[F:22][C:16]1[CH:17]=[C:18]([CH3:21])[CH:19]=[CH:20][C:15]=1[N:8]1[C:9]2[CH:14]=[CH:13][CH:12]=[CH:11][C:10]=2[N:6]([CH2:5]/[CH:4]=[CH:3]\[CH2:2][N:26]([CH3:27])[CH3:25])[S:7]1(=[O:24])=[O:23] |f:2.3|. Procedure details: In an analogous manner to general procedure V, 1-[(2Z)-4-chlorobut-2-en-1-yl]-3-(2-fluoro-4-methylphenyl)-1,3-dihydro-2,1,3-benzothiadiazole2,2-dioxide was reacted with dimethylamine to provide (2Z)-4-[3-(2-fluoro-4-methylphenyl)-2,2-dioxido-2,1,3-benzothiadiazol-1(3H)-yl]-N,N-dimethylbut-2-en-1-amine hydrochloride: The reactants are Cl (hydrochloric acid), Cl.NO (hydroxylamine hydrochloride), [OH-].[Na+] (sodium hydroxide), C(C#CCCCCCCCCCCCCCCCC)(=O)OCC (ethyl 2-nonadecynoate). Solvent: C(C)O (ethanol), C(C)O (ethanol). Reaction conditions: time 16 hour. Product: OC1=NOC(=C1)CCCCCCCCCCCCCCCC (3-Hydroxy-5-hexadecylisoxazole). The yield is 83.9%. RXN SMILES: Cl.[NH2:2][OH:3].[OH-].[Na+].[C:6]([O:26]CC)(=O)[C:7]#[C:8][CH2:9][CH2:10][CH2:11][CH2:12][CH2:13][CH2:14][CH2:15][CH2:16][CH2:17][CH2:18][CH2:19][CH2:20][CH2:21][CH2:22][CH2:23][CH3:24].Cl>C(O)C>[OH:26][C:6]1[CH:7]=[C:8]([CH2:9][CH2:10][CH2:11][CH2:12][CH2:13][CH2:14][CH2:15][CH2:16][CH2:17][CH2:18][CH2:19][CH2:20][CH2:21][CH2:22][CH2:23][CH3:24])[O:3][N:2]=1 |f:0.1,2.3|. Procedure: 13.24 g of hydroxylamine hydrochloride were added to a mixture of 130 ml of a 10% w/v aqueous solution of sodium hydroxide and 100 ml of ethanol, whilst ice-cooling. A solution of 5.08 g of ethyl 2-nonadecynoate (prepared as described in Preparation 31) in ethanol (30 ml) was then added dropwise to the resulting mixture, which was then stirred at room temperature for 16 hours. The mixture was then adjusted to a pH value of 3 by adding concentrated hydrochloric acid, and then the mixture was extr... Reactants: NC1=NC=NC(=C1C(=O)N)N1CCC(CC1)C=1N(C=C(N1)C1=CC(=C(C=C1)F)C(F)(F)F)C (4-Amino-6-{4-[4-(4-fluoro-3-trifluoromethyl-phenyl)-1-methyl-1H-imidazol-2-yl]-piperidin-1-yl}-pyrimidine-5-carboxamide), NC1=NC=NC(=C1C#N)N1CCC(CC1)C=1N(C=C(N1)C1=CC(=C(C=C1)F)C(F)(F)F)CCN(C)C(C)C (4-Amino-6-(4-{4-(4-fluoro-3-trifluoromethyl-phenyl)-1-[2-(isopropyl-methyl-amino)-ethyl]-1H-imidazol-2-yl}-piperidin-1-yl)-pyrimidine-5-carbonitrile). The product is NC1=NC=NC(=C1C(=O)N)N1CCC(CC1)C=1N(C=C(N1)C1=CC(=C(C=C1)F)C(F)(F)F)CCN(C)C(C)C (4-Amino-6-(4-{4-(4-fluoro-3-trifluoromethyl-phenyl)-1-[2-(isopropyl-methyl-amino)-ethyl]-1H-imidazol-2-yl}-piperidin-1-yl)-pyrimidine-5-carboxylic acid amide). As a reaction SMILES: [NH2:1][C:2]1[C:7]([C:8]([NH2:10])=[O:9])=[C:6]([N:11]2[CH2:16][CH2:15][CH:14]([C:17]3[N:18]([CH3:33])[CH:19]=[C:20]([C:22]4[CH:27]=[CH:26][C:25]([F:28])=[C:24]([C:29]([F:32])([F:31])[F:30])[CH:23]=4)[N:21]=3)[CH2:13][CH2:12]2)[N:5]=[CH:4][N:3]=1.NC1C(C#N)=C(N2CCC(C3N(C[CH2:66][N:67]([CH:69]([CH3:71])[CH3:70])[CH3:68])C=C(C4C=CC(F)=C(C(F)(F)F)C=4)N=3)CC2)N=CN=1>>[NH2:1][C:2]1[C:7]([C:8]([NH2:10])=[O:9])=[C:6]([N:11]2[CH2:16][CH2:15][CH:14]([C:17]3[N:18]([CH2:33][CH2:66][N:67]([CH:69]([CH3:71])[CH3:70])[CH3:68])[CH:19]=[C:20]([C:22]4[CH:27]=[CH:26][C:25]([F:28])=[C:24]([C:29]([F:32])([F:31])[F:30])[CH:23]=4)[N:21]=3)[CH2:13][CH2:12]2)[N:5]=[CH:4][N:3]=1. Reported procedure: The title compound was prepared in an analogous manner as 4-Amino-6-{4-[4-(4-fluoro-3-trifluoromethyl-phenyl)-1-methyl-1H-imidazol-2-yl]-piperidin-1-yl}-pyrimidine-5-carboxamide using 4-Amino-6-(4-{4-(4-fluoro-3-trifluoromethyl-phenyl)-1-[2-(isopropyl-methyl-amino)-ethyl]-1H-imidazol-2-yl}-piperidin-1-yl)-pyrimidine-5-carbonitrile instead of 4-amino-6-(4-{4-[4-fluoro-3-(trifluoromethyl)phenyl]-1-methyl-1H-imidazol-2-yl}piperidin-1-yl)pyrimidine-5-carbonitrile. LC-MS: (M+1=549, obsd.=549). Reactants: ClC1=NC(=NC(=C1CC(=O)OC)Cl)C (Methyl 4,6-dichloro-2-methyl-pyrimidin-5-yl-acetate), C(C)(C)C=1C=C(C=CC1)O (3-isopropylphenol), C([O-])([O-])=O.[K+].[K+] (potassium carbonate), CNC (dimethylamine), solution. Run in CN(C=O)C (dimethylformamide), O (water). Run at time 16 hour. Product: CN(N1C(N=CC(=C1)CC(=O)OC)C)C (methyl 1-dimethylamino-2-methyl-pyrimidin-5-yl-acetate). RXN SMILES: Cl[C:2]1[C:7]([CH2:8][C:9]([O:11][CH3:12])=[O:10])=[C:6](Cl)[N:5]=[C:4]([CH3:14])[N:3]=1.C(C1C=C(O)C=CC=1)(C)C.C(=O)([O-])[O-].[K+].[K+].[CH3:31][NH:32][CH3:33]>CN(C)C=O.O>[CH3:31][N:32]([CH3:33])[N:5]1[CH:6]=[C:7]([CH2:8][C:9]([O:11][CH3:12])=[O:10])[CH:2]=[N:3][CH:4]1[CH3:14] |f:2.3.4|. Procedure details: Methyl 4,6-dichloro-2-methyl-pyrimidin-5-yl-acetate (23.5 g, 0.1 mol), 3-isopropylphenol (13.6 g, 0.1 mol) and potassium carbonate (20.7 g, 0.15 mol) are heated in dimethylformamide (30 ml) at 100° C. for 45 minutes. The mixture is cooled and an aqueous solution of dimethylamine (50 ml of a 40% solution) is added. Stirring is continued for 16 hours at room temperature. Addition of water, filtering and drying gives the methyl 1-dimethylamino-2-methyl-pyrimidin-5-yl-acetate as a brownish solid (28... Reactants: [BH4-].[Na+] (sodium borohydride), O (water), [Al] (aluminium), C1(CCCCC1)COC(=O)N[C@@H](CC1=CC=C(C=C1)O)C(=O)O (N-(cyclohexylmethoxycarbonyl)-tyrosine). Solvent: COCCOCCOC (diglyme), COCCOCCOC (diglyme). Conditions: time 2 hour. Product: C1(CCCCC1)COC(=O)N[C@@H](CC1=CC=C(C=C1)O)CO (N-(cyclohexylmethoxycarbonyl)-tyrosinol). Reaction SMILES: [CH:1]1([CH2:7][O:8][C:9]([NH:11][C@H:12]([C:21](O)=[O:22])[CH2:13][C:14]2[CH:19]=[CH:18][C:17]([OH:20])=[CH:16][CH:15]=2)=[O:10])[CH2:6][CH2:5][CH2:4][CH2:3][CH2:2]1.[BH4-].[Na+].[Al].O>COCCOCCOC>[CH:1]1([CH2:7][O:8][C:9]([NH:11][C@H:12]([CH2:21][OH:22])[CH2:13][C:14]2[CH:19]=[CH:18][C:17]([OH:20])=[CH:16][CH:15]=2)=[O:10])[CH2:6][CH2:5][CH2:4][CH2:3][CH2:2]1 |f:1.2|. Procedure: In 15 ml of diglyme (bis (2-methoxy) ether) was dissolved 1.0 g of N-(cyclohexylmethoxycarbonyl)-tyrosine. To the solution were added 570 mg of sodium borohydride and 50 ml of diglyme solution containing 7 g of anhydrous aluminium chyloride. The mixture was stirred at room temperature for 2 hours. After addition of 150 ml of water, the reaction mixture was concentrated in vacuo and the residue was extracted with ethyl acetate. The extract was washed with water, dried and concentrated to dryness....